From a dataset of the Open Reaction Database (ORD), a public repository of structured organic reaction records. describe an organic reaction: reactants, conditions, products, and yield Reactants: C(CC)NC(=O)C1=C(SC=C1)N=C(OC)CCCC (2-(1-n-butyl-1-methoxymethyleneamino)thiophene-3-carboxylic-acid propylamide), ClN1C(CCC1=O)=O (N-chlorosuccinimide). The solvent is N1=CC=CC=C1 (pyridine). Conditions: temperature 60 celsius, time 1 hour. The product is C(CC)NC(=O)C1=C(SC(=C1)Cl)N=C(OC)CCCC (5-Chloro-2-(1-n-butyl-1-methoxymethyleneamino)thiophene-3-carboxylic-acid propylamide). As a reaction SMILES: [CH2:1]([NH:4][C:5]([C:7]1[CH:11]=[CH:10][S:9][C:8]=1[N:12]=[C:13]([CH2:16][CH2:17][CH2:18][CH3:19])[O:14][CH3:15])=[O:6])[CH2:2][CH3:3].[Cl:20]N1C(=O)CCC1=O>N1C=CC=CC=1>[CH2:1]([NH:4][C:5]([C:7]1[CH:11]=[C:10]([Cl:20])[S:9][C:8]=1[N:12]=[C:13]([CH2:16][CH2:17][CH2:18][CH3:19])[O:14][CH3:15])=[O:6])[CH2:2][CH3:3]. Reported procedure: In a sulfonation flask 0.85 g 2-(1-n-butyl-1-methoxymethyleneamino)thiophene-3-carboxylic-acid propylamide are added with stirring to 10 ml absolute pyridine. The internal temperature is then raised to 60° C. and 0.5 g of N-chlorosuccinimide (NCS) are added in two portions. After stirring for 1 hour at 60° C., the pyridine is removed in a water jet vacuum. The residue is taken up in ethylacetate and the organic phase is washed twice with water. After drylng of the organic phase, the solvent is r... Starting materials: FC=1C=C2C=3C(CC(NC3C1)=O)(C(N2)=O)C ((±)-7-Fluoro-2a-methyl-2a,5-dihydropyrrolo[4,3,2-de]quinoline-2.4(1H,3H)-dione), CC(C)C[AlH]CC(C)C (DIBAL-H), solution. Run in C1CCOC1 (THF), C1(=CC=CC=C1)C (toluene). Run at time 2 hour. Yields the product [NH4+].[OH-] (NH4OH), FC=1C=C2C=3C(C=CNC3C1)(CN2)C (7-Fluoro-2a-methyl-1,2,2a,5-tetrahydropyrrolo[4,3,2-de]quinolin). Reaction SMILES: [F:1][C:2]1[CH:3]=[C:4]2[NH:14][C:13](=O)[C:6]3([CH3:16])[CH2:7][C:8](=[O:12])[NH:9][C:10]([CH:11]=1)=[C:5]23.CC(C[AlH]CC(C)C)C>C1COCC1.C1(C)C=CC=CC=1>[NH4+:9].[OH-:12].[F:1][C:2]1[CH:3]=[C:4]2[NH:14][CH2:13][C:6]3([CH3:16])[CH:7]=[CH:8][NH:9][C:10]([CH:11]=1)=[C:5]23 |f:4.5|. Reported procedure: To a solution of (±)-7-fluoro-2a-methyl-2a,5-dihydropyrrolo[4,3,2-de]quinoline-2,4(1H,3H)-dione from Step F (340 mg, 1.54 mmol) in THF (10 mL) at 0° C. was added DIBAL-H (7.72 mL of a 1 M solution in toluene, 7.72 mmol). The reaction mixture was stirred for 2 h and then quenched by the slow addition of saturated aqueous sodium potassium tartrate (100 mL) and extracted with EtOAc (3×50 mL). The combined organic extracts were washed with brine (20 mL), dried over Na2SO4, filtered, and concentrated... Reactants: OC1=C(C(=O)O)C=CC=C1O (2,3-dihydroxybenzoic acid), S(=O)(Cl)Cl (thionyl chloride), CO (methanol). Yields the product COC(C1=C(C(=CC=C1)O)O)=O (2,3-dihydroxybenzoic acid-methyl ester). As a reaction SMILES: [OH:1][C:2]1[C:10]([OH:11])=[CH:9][CH:8]=[CH:7][C:3]=1[C:4]([OH:6])=[O:5].S(Cl)(Cl)=O.[CH3:16]O>>[CH3:16][O:5][C:4](=[O:6])[C:3]1[CH:7]=[CH:8][CH:9]=[C:10]([OH:11])[C:2]=1[OH:1]. Procedure details: 50 g of 2,3-dihydroxybenzoic acid in 450 ml of methanol is mixed drop by drop with 50 ml of thionyl chloride at room temperature. Then, the solution is heated for five hours to 60° C. and still stirred overnight at room temperature. The solvent is completely removed in a vacuum, and the remaining oil is taken up in diethyl ether and extracted with saturated sodium bicarbonate solution. After washing with brine, drying with sodium sulfate and removal of the solvent in a vacuum, 46 g of 2,3-dihydr... The reactants are ClC=1C=C(NC=2C3=C(N=CN2)NC(=C3)C=O)C=CC1 (4-(3-chloroanilino)-6-formyl-7H-pyrrolo[2,3-d]pyrimidine), N1CCOCC1 (morpholine). The reagents and catalysts are [Ni] (Raney nickel). Run in CO (methanol), CN1CCCN(C1=O)C (DMPU), C(C)(=O)O (acetic acid). Product: ClC=1C=C(NC=2C3=C(N=CN2)NC(=C3)CN3CCOCC3)C=CC1 (4-(3-chloroanilino)-6-[(morpholin-4-yl)-methyl]-7H-pyrrolo[2,3-d]pyrimidine). RXN SMILES: [Cl:1][C:2]1[CH:3]=[C:4]([CH:17]=[CH:18][CH:19]=1)[NH:5][C:6]1[C:7]2[CH:14]=[C:13]([CH:15]=O)[NH:12][C:8]=2[N:9]=[CH:10][N:11]=1.[NH:20]1[CH2:25][CH2:24][O:23][CH2:22][CH2:21]1>CO.CN1C(=O)N(C)CCC1.C(O)(=O)C.[Ni]>[Cl:1][C:2]1[CH:3]=[C:4]([CH:17]=[CH:18][CH:19]=1)[NH:5][C:6]1[C:7]2[CH:14]=[C:13]([CH2:15][N:20]3[CH2:25][CH2:24][O:23][CH2:22][CH2:21]3)[NH:12][C:8]=2[N:9]=[CH:10][N:11]=1. Procedure: 109 mg (0.40 mmol) of 4-(3-chloroanilino)-6-formyl-7H-pyrrolo[2,3-d]pyrimidine (stage 1.6) and 70 μl (0.8 mmol) of morpholine in 6 ml of methanol, 2 ml of DMPU and 50 μl of acetic acid are heated at 50° C. for 2 h. 30 mg of Raney nickel are then added and the mixture is hydrogenated at 50° C. The catalyst is filtered off, the filtrate is evaporated and the residue is dissolved in ethyl acetate and satd Na2CO3 solution. The aqueous phase separated off is extracted twice with ethyl acetate; the or...